This data is from the Open Reaction Database (ORD), a public repository of structured organic reaction records. The task is: describe an organic reaction: reactants, conditions, products, and yield The reactants are CCOC(=O)c1cn(CC)c(=O)cc1Nc1ccc(I)cc1F, CCO, [Na+], [OH-]. Yields the product CCn1cc(C(=O)O)c(Nc2ccc(I)cc2F)cc1=O. As a reaction SMILES: [CH2:1]([CH3:2])[n:3]1[cH:4][c:5]([C:19](=[O:20])[O:21][CH2:22][CH3:23])[c:6]([NH:10][c:11]2[c:12]([F:18])[cH:13][c:14]([I:17])[cH:15][cH:16]2)[cH:7][c:8]1=[O:9].[CH3:26][CH2:27][OH:28].[Na+:25].[OH-:24]>>[CH2:1]([CH3:2])[n:3]1[cH:4][c:5]([C:19](=[O:20])[OH:21])[c:6]([NH:10][c:11]2[c:12]([F:18])[cH:13][c:14]([I:17])[cH:15][cH:16]2)[cH:7][c:8]1=[O:9]. Starting materials: ClC=1C=C(C=CC1Cl)S(=O)(=O)N1C=2C=CC=CC2C2=CC=CC=C2C1CC(=O)O ([5-(3,4-dichloro-benzenesulfonyl)-5,6-dihydro-phenanthridin-6-yl]-acetic acid), N1=CC=C(C=C1)N1CCN(CC1)CCCN (3-(4-pyridin-4-yl-piperazin-1-yl)-propylamine). The product is ClC=1C=C(C=CC1Cl)S(=O)(=O)N1C=2C=CC=CC2C2=CC=CC=C2C1CC(=O)NCCCN1CCN(CC1)C1=CC=NC=C1 (2-[5-(3,4-Dichloro-benzenesulfonyl)-5,6-dihydro-phenanthridin-6-yl]-N-[3-(4-pyridin-4-yl-piperazin-1-yl)-propyl]-acetamide). Reaction SMILES: [Cl:1][C:2]1[CH:3]=[C:4]([S:9]([N:12]2[CH:25]([CH2:26][C:27]([OH:29])=O)[C:24]3[C:19](=[CH:20][CH:21]=[CH:22][CH:23]=3)[C:18]3[CH:17]=[CH:16][CH:15]=[CH:14][C:13]2=3)(=[O:11])=[O:10])[CH:5]=[CH:6][C:7]=1[Cl:8].[N:30]1[CH:35]=[CH:34][C:33]([N:36]2[CH2:41][CH2:40][N:39]([CH2:42][CH2:43][CH2:44][NH2:45])[CH2:38][CH2:37]2)=[CH:32][CH:31]=1>>[Cl:1][C:2]1[CH:3]=[C:4]([S:9]([N:12]2[CH:25]([CH2:26][C:27]([NH:45][CH2:44][CH2:43][CH2:42][N:39]3[CH2:40][CH2:41][N:36]([C:33]4[CH:34]=[CH:35][N:30]=[CH:31][CH:32]=4)[CH2:37][CH2:38]3)=[O:29])[C:24]3[C:19](=[CH:20][CH:21]=[CH:22][CH:23]=3)[C:18]3[CH:17]=[CH:16][CH:15]=[CH:14][C:13]2=3)(=[O:11])=[O:10])[CH:5]=[CH:6][C:7]=1[Cl:8]. Procedure: The title compound was prepared from [5-(3,4-dichloro-benzenesulfonyl)-5,6-dihydro-phenanthridin-6-yl]-acetic acid (Example 2c) and 3-(4-pyridin-4-yl-piperazin-1-yl)-propylamine (Reference Example 8) according to the method described in Example 1e. MS (EI) 651.2 (MH+). The reactants are [Se](=O)=O (selenium dioxide), C(O)([O-])=O.[Na+] (sodium hydrogen carbonate), compound, CC=1SC2=CC=CC=C2C(C1C1=CC=CC=C1)=O (2-Methyl-3-phenyl-4H-thiochromen-4-one), [BH4-].[Na+] (sodium borohydride), [Cl-].[NH4+] (ammonium chloride). Run in ClC1=CC=CC=C1 (chlorobenzene), CO (methanol). Conditions: temperature 0 celsius, time 2 hour. Product: OCC=1SC2=CC=CC=C2C(C1C1=CC=CC=C1)=O (2-(Hydroxymethyl)-3-phenyl-4H-thiochromen-4-one). Yield: 38.0%. As a reaction SMILES: [CH3:1][C:2]1[S:3][C:4]2[C:9]([C:10](=[O:18])[C:11]=1[C:12]1[CH:17]=[CH:16][CH:15]=[CH:14][CH:13]=1)=[CH:8][CH:7]=[CH:6][CH:5]=2.[Se](=O)=[O:20].C(=O)([O-])O.[Na+].[BH4-].[Na+].[Cl-].[NH4+]>ClC1C=CC=CC=1.CO>[OH:20][CH2:1][C:2]1[S:3][C:4]2[C:9]([C:10](=[O:18])[C:11]=1[C:12]1[CH:17]=[CH:16][CH:15]=[CH:14][CH:13]=1)=[CH:8][CH:7]=[CH:6][CH:5]=2 |f:2.3,4.5,6.7|. Procedure: The compound (1.0 mmol, 252 mg) obtained in (2) above and selenium dioxide (1.2 mmol, 133 mg) were dissolved in 5 mL of chlorobenzene, and the solution was refluxed under a nitrogen atmosphere for 12 hours. After the disappearance of the starting materials was confirmed by NMR, the temperature of the solution was returned to room temperature, and a saturated aqueous sodium hydrogen carbonate solution was poured thereinto to terminate the reaction. Then, the organic layer extracted with methylene... The reactants are Clc1ccc(Br)nc1, CCOC(=O)C1CCC(=O)CC1, CCOCC, [Li]CCCC, O. Yields the product CCOC(=O)C1CCC(O)(c2ccc(Cl)cn2)CC1. As a reaction SMILES: [Br:6][c:7]1[n:8][cH:9][c:10]([Cl:13])[cH:11][cH:12]1.[CH2:14]([CH3:15])[O:16][C:17](=[O:18])[CH:19]1[CH2:20][CH2:21][C:22](=[O:25])[CH2:23][CH2:24]1.[CH3:27][CH2:28][O:29][CH2:30][CH3:31].[Li:1][CH2:2][CH2:3][CH2:4][CH3:5].[OH2:26]>>[c:7]1([C:22]2([OH:25])[CH2:21][CH2:20][CH:19]([C:17]([O:16][CH2:14][CH3:15])=[O:18])[CH2:24][CH2:23]2)[n:8][cH:9][c:10]([Cl:13])[cH:11][cH:12]1.